From a dataset of the Open Reaction Database (ORD), a public repository of structured organic reaction records. describe an organic reaction: reactants, conditions, products, and yield The product is O=C(O)Cc1ccc(SC2CCCC2)c(Cl)c1. Reactants: CCOCC, O=C(O)C(=O)c1ccc(SC2CCCC2)c(Cl)c1, [K+], NN, [OH-], O, O. As a reaction SMILES: [CH3:25][CH2:26][O:27][CH2:28][CH3:29].[Cl:4][c:5]1[cH:6][c:7]([C:17]([C:18](=[O:19])[OH:20])=[O:21])[cH:8][cH:9][c:10]1[S:11][CH:12]1[CH2:13][CH2:14][CH2:15][CH2:16]1.[K+:23].[NH2:2][NH2:3].[OH-:22].[OH2:1].[OH2:24]>>[Cl:4][c:5]1[cH:6][c:7]([CH2:17][C:18](=[O:19])[OH:20])[cH:8][cH:9][c:10]1[S:11][CH:12]1[CH2:13][CH2:14][CH2:15][CH2:16]1. Starting materials: [Na] (sodium), ClC=1C=C(C=CC1Cl)N=C=S (3,4-dichlorophenyl isothiocyanate), CC(=O)C (acetone), CC(=O)C (acetone), Cl.C(CCCCCC)(=N)N (heptanamidine hydrochloride). The solvent is C1=CC=CC=C1.CCCCC (benzene n-pentane). Product: ClC=1C=C(C=CC1Cl)NC(=S)NC(CCCCCC)=N (1-(3,4-dichlorophenyl)-3-(heptanimidoyl)-2-thiourea). As a reaction SMILES: [Na].CC(C)=O.Cl.[C:7]([NH2:15])(=[NH:14])[CH2:8][CH2:9][CH2:10][CH2:11][CH2:12][CH3:13].[Cl:16][C:17]1[CH:18]=[C:19]([N:24]=[C:25]=[S:26])[CH:20]=[CH:21][C:22]=1[Cl:23]>C1C=CC=CC=1.CCCCC>[Cl:16][C:17]1[CH:18]=[C:19]([NH:24][C:25]([NH:14][C:7](=[NH:15])[CH2:8][CH2:9][CH2:10][CH2:11][CH2:12][CH3:13])=[S:26])[CH:20]=[CH:21][C:22]=1[Cl:23] |f:2.3,5.6,^1:0|. Reported procedure: Following a procedure similar to that described in Example 42 but using 2.3 g. sodium in 250 ml. dry acetone, 16.4 g. heptanamidine hydrochloride, and 20.4 g. 3,4-dichlorophenyl isothiocyanate (b.p. 149-152/15-16 mm.) in 150 ml. dry acetone there was obtained 1-(3,4-dichlorophenyl)-3-(heptanimidoyl)-2-thiourea, m.p. 89°-90°C. (from benzene-n-pentane); hydrochloride (27 g.), m.p. 158°-160°C. (from acetonitrile). Starting materials: O=[O+][O-] (ozone), CC1C=C(C2=CC=CC=C12)C1=CC=CC=C1 (1-methyl-3-phenylindene), CCOCC (ether). Run in C(Cl)(Cl)(Cl)Cl (carbon tetrachloride). Yields the product CC1C2OOC(C3=C1C=CC=C3)(O2)C2=CC=CC=C2 (4,5-dihydro-5-methyl-1-phenyl-1,4-epoxy-1H-2,3-benzodioxepin). The yield is 70.0%. RXN SMILES: [CH3:1][CH:2]1[C:10]2[C:5](=[CH:6][CH:7]=[CH:8][CH:9]=2)[C:4]([C:11]2[CH:16]=[CH:15][CH:14]=[CH:13][CH:12]=2)=[CH:3]1.[O:17]=[O+:18][O-].CC[O:22]CC>C(Cl)(Cl)(Cl)Cl>[CH3:1][CH:2]1[C:10]2[CH:9]=[CH:8][CH:7]=[CH:6][C:5]=2[C:4]2([C:11]3[CH:16]=[CH:15][CH:14]=[CH:13][CH:12]=3)[O:22][CH:3]1[O:17][O:18]2. Reported procedure: A 1.03 g quantity (5 mmols) of 1-methyl-3-phenylindene, a known compound, was dissolved in 20 ml of carbon tetrachloride, and thereafter reacted with ozone in 1.3 times the molar quantity of the compound at 0° C. To the reaction mixture was added 50 ml of ether, and the organic layer was washed with saturated aqueous solution of sodium bicarbonate and then with saturated aqueous solution of sodium chloride. The organic layer obtained was dried over anhydrous magnesium sulfate, the solvent was th... The reactants are COC(=O)C1=NC=C(N=C1N)C=COC (3-amino-5-(2-methoxy-vinyl)-pyrazine-2-carboxylic acid methyl ester). Reagents/catalysts: [Pd] (Pd/C), [Pd] (Pd/C). Run in CCO (EtOH). Run at time 37 hour. Product: COC(=O)C1=NC=C(N=C1N)CCOC (3-Amino-5-(2-methoxy-ethyl)-pyrazine-2-carboxylic acid methyl ester). Yield: 56.1%. RXN SMILES: [CH3:1][O:2][C:3]([C:5]1[C:10]([NH2:11])=[N:9][C:8]([CH:12]=[CH:13][O:14][CH3:15])=[CH:7][N:6]=1)=[O:4]>CCO.[Pd]>[CH3:1][O:2][C:3]([C:5]1[C:10]([NH2:11])=[N:9][C:8]([CH2:12][CH2:13][O:14][CH3:15])=[CH:7][N:6]=1)=[O:4]. Procedure details: A solution of 3-amino-5-(2-methoxy-vinyl)-pyrazine-2-carboxylic acid methyl ester (260 mg, 1.24 mmol) and Pd/C 10% (50 mg) in EtOH (10 ml) was stirred at rt and under an atmosphere of hydrogen for 17 h. To complete the reaction, more Pd/C 10% (84 mg) was added and the reaction was stirred under an atmosphere of hydrogen for 37 h. The suspension was filtered off and washed with EtOH and then residual solution was evaporated. The residue was purified by chromatography on silica gel (DCM to DCM/MeO... The reactants are C(O)([O-])=O.[Na+] (sodium hydrogen carbonate), [H-].[Na+] (Sodium hydride), CC(C)[C@@H]1NC(N(C1)C=1C=NC(=CC1)C(F)(F)F)=O ((4S)-4-(propan-2-yl)-1-[6-(trifluoromethyl)pyridin-3-yl]imidazolidin-2-one), BrCC(=O)OC(C)(C)C (tert-butyl bromoacetate). Solvent: O (Water), CN(C)C=O (DMF). Run at time 10 minute. The product is O=C1N([C@H](CN1C=1C=NC(=CC1)C(F)(F)F)C(C)C)CC(=O)OC(C)(C)C (tert-butyl {(5S)-2-oxo-5-(propan-2-yl)-3-[6-(trifluoromethyl)pyridin-3-yl]imidazolidin-1-yl}acetate). RXN SMILES: [H-].[Na+].[CH3:3][CH:4]([C@H:6]1[CH2:10][N:9]([C:11]2[CH:12]=[N:13][C:14]([C:17]([F:20])([F:19])[F:18])=[CH:15][CH:16]=2)[C:8](=[O:21])[NH:7]1)[CH3:5].Br[CH2:23][C:24]([O:26][C:27]([CH3:30])([CH3:29])[CH3:28])=[O:25].C(=O)([O-])O.[Na+]>CN(C=O)C.O>[O:21]=[C:8]1[N:9]([C:11]2[CH:12]=[N:13][C:14]([C:17]([F:19])([F:18])[F:20])=[CH:15][CH:16]=2)[CH2:10][C@H:6]([CH:4]([CH3:3])[CH3:5])[N:7]1[CH2:23][C:24]([O:26][C:27]([CH3:30])([CH3:29])[CH3:28])=[O:25] |f:0.1,4.5|. Procedure details: Sodium hydride (0.53 g) was added to a solution of (4S)-4-(propan-2-yl)-1-[6-(trifluoromethyl)pyridin-3-yl]imidazolidin-2-one (5.6 g) in DMF (20 mL), and the mixture was stirred at room temperature for 10 min. Thereafter, tert-butyl bromoacetate (2.0 mL) was added portionwise thereto, and the mixture was stirred at room temperature for 2 hr. Water and saturated aqueous sodium hydrogen carbonate solution were added thereto, and the mixture was extracted with chloroform. The organic layer was sepa... The reactants are CC(CCCCBr)(COC1CCCCO1)c1ccccc1, Cc1ccc(C(C)(CO)CCCCBr)cc1, C1=COCCC1, ClCCl, O, Cc1ccc(S(=O)(=O)O)cc1. Yields the product Cc1ccc(C(C)(CCCCBr)COC2CCCCO2)cc1. RXN SMILES: [Br:1][CH2:2][CH2:3][CH2:4][CH2:5][C:6]([CH2:7][O:8][CH:9]1[O:10][CH2:11][CH2:12][CH2:13][CH2:14]1)([c:15]1[cH:16][cH:17][cH:18][cH:19][cH:20]1)[CH3:21].[Br:22][CH2:23][CH2:24][CH2:25][CH2:26][C:27]([CH3:28])([c:29]1[cH:30][cH:31][c:32]([CH3:33])[cH:34][cH:35]1)[CH2:36][OH:37].[CH2:38]1[CH2:39][CH:40]=[CH:41][O:42][CH2:43]1.[Cl:56][CH2:57][Cl:58].[OH2:44].[c:45]1([CH3:46])[cH:47][cH:48][c:49]([S:50]([OH:51])(=[O:52])=[O:53])[cH:54][cH:55]1>>[Br:1][CH2:2][CH2:3][CH2:4][CH2:5][C:6]([CH2:7][O:8][CH:9]1[O:10][CH2:11][CH2:12][CH2:13][CH2:14]1)([c:15]1[cH:16][cH:17][c:18]([CH3:23])[cH:19][cH:20]1)[CH3:21]. The reactants are C(#N)C1=CC=NC=C1 (4-cyanopyridine), NC=1SC(=CC1C(=O)OCC)CC (2-amino-5-ethyl-3-ethoxycarbonyl-thiophene), O=P(Cl)(Cl)Cl (POCl3). Product: ClC=1C2=C(N=C(N1)C1=CC=NC=C1)SC(=C2)CC (4-chloro-2-(pyridin-4-yl)-6-ethyl-thieno-[2,3-d]-pyrimidine). Reaction SMILES: [C:1]([C:3]1[CH:8]=[CH:7][N:6]=[CH:5][CH:4]=1)#[N:2].[NH2:9][C:10]1[S:11][C:12]([CH2:20][CH3:21])=[CH:13][C:14]=1[C:15](OCC)=O.O=P(Cl)(Cl)[Cl:24]>>[Cl:24][C:15]1[C:14]2[CH:13]=[C:12]([CH2:20][CH3:21])[S:11][C:10]=2[N:9]=[C:1]([C:3]2[CH:8]=[CH:7][N:6]=[CH:5][CH:4]=2)[N:2]=1. Procedure details: With the procedure of Example 477, the reaction of 4-cyanopyridine and 2-amino-5-ethyl-3-ethoxycarbonyl-thiophene, and the subsequent reaction with POCl3 yields 4-chloro-2-(pyridin-4-yl)-6-ethyl-thieno-[2,3-d]-pyrimidine Starting materials: C(C1=CC=CC=C1)=O (benzaldehyde), C(C)(=O)CC(C)=O (acetyl acetone), N1CCCCC1 (piperidine). Solvent: C1CCCCC1 (cyclohexane). Product: C(C1=CC=CC=C1)=CC(CC(C)=O)=O (benzylidene 2,4-pentanedione). RXN SMILES: [CH:1](=O)[C:2]1[CH:7]=[CH:6][CH:5]=[CH:4][CH:3]=1.[C:9]([CH2:12][C:13](=[O:15])[CH3:14])(=[O:11])[CH3:10].N1CCCCC1>C1CCCCC1>[CH:1](=[CH:14][C:13](=[O:15])[CH2:12][C:9](=[O:11])[CH3:10])[C:2]1[CH:7]=[CH:6][CH:5]=[CH:4][CH:3]=1. Procedure details: Theses compounds may be prepared by various methods but are most conveniently prepared by reacting a benzaldehyde with acetyl acetone in the presence of a suitable catalyst and reaction medium, preferably piperidine and cyclohexane, at reflux temperature under continuous azeotropic water removal. The benzaldehyde reactant will be that which corresponds to the desired substitution of the benzylidene derivative of the final benzylidene pentanedione. The crude product resulting from the foregoing r... As a reaction SMILES: [N:1]12[CH2:8][CH2:7][N+:4]([O-:9])([CH2:5][CH2:6]1)[CH2:3][CH2:2]2.B(F)(F)[F:11].CCOCC.[F:19][B-:20]([F:23])([F:22])[F:21].[H+].FF>C(#N)C>[F:19][B-:20]([F:23])([F:22])[F:21].[F:19][B-:20]([F:23])([F:22])[F:21].[OH:9][N+:4]12[CH2:7][CH2:8][N+:1]([F:11])([CH2:6][CH2:5]1)[CH2:2][CH2:3]2 |f:1.2,3.4,7.8.9|. The product is F[B-](F)(F)F.F[B-](F)(F)F.O[N+]12CC[N+](CC1)(CC2)F (1-hydroxyl-4-fluoro-1,4-diazoniabicyclo[2.2.2]octane bis(tetrafluoroborate)). Reported procedure: A solution of 1,4-diazabicyclo[2.2.2]octane N-oxide (2.56 g, 20 mmole), boron trifluoride etherate (2.4 mL, 20 mmole), and tetrafluoroboric acid (50% solution, 3.66 g, 20 mmole) in acetonitrile (250 mL) was cooled to 8° C. and treated with a mixture of fluorine in nitrogen (10% V/V, 52 mmole). The reaction was evaporated, the remaining solid washed with acetone and dried to afford 4.8 grams of 1-hydroxyl-4-fluoro-1,4-diazoniabicyclo[2.2.2]octane bis(tetrafluoroborate) (75% yield). The reactants are FF (fluorine), N12CC[N+](CC1)(CC2)[O-] (1,4-diazabicyclo[2.2.2]octane N-oxide), B(F)(F)F.CCOCC (boron trifluoride etherate), F[B-](F)(F)F.[H+] (tetrafluoroboric acid). Run in C(C)#N (acetonitrile). Yield: 149.2%.